From a dataset of the Open Reaction Database (ORD), a public repository of structured organic reaction records. describe an organic reaction: reactants, conditions, products, and yield Starting materials: [O-]CC.[Na+] (sodium ethoxide), C(C)(C)(C)OC(=O)NC1CN(CCC1)C(=NC#N)N(CC#CC)CC(=O)OCC (3-tert-butoxycarbonylamino-N-(ethoxycarbonylmethyl)-N-(but-2-ynyl)-N′-cyano-piperidine-1-carboxamidine), Cl (hydrochloric acid). Solvent: C(C)O (ethanol). Reaction conditions: time 3 hour. The product is NC1=C(N(C(=N1)N1CC(CCC1)NC(=O)OC(C)(C)C)CC#CC)C(=O)OCC (Ethyl 5-amino-2-(3-tert-butoxycarbonylamino-piperidin-1-yl)-3-(but-2-ynyl)-3H-imidazole-4-carboxylate). As a reaction SMILES: [O-]CC.[Na+].[C:5]([O:9][C:10]([NH:12][CH:13]1[CH2:18][CH2:17][CH2:16][N:15]([C:19]([N:23]([CH2:28][C:29]([O:31][CH2:32][CH3:33])=[O:30])[CH2:24][C:25]#[C:26][CH3:27])=[N:20][C:21]#[N:22])[CH2:14]1)=[O:11])([CH3:8])([CH3:7])[CH3:6].Cl>C(O)C>[NH2:22][C:21]1[N:20]=[C:19]([N:15]2[CH2:16][CH2:17][CH2:18][CH:13]([NH:12][C:10]([O:9][C:5]([CH3:8])([CH3:6])[CH3:7])=[O:11])[CH2:14]2)[N:23]([CH2:24][C:25]#[C:26][CH3:27])[C:28]=1[C:29]([O:31][CH2:32][CH3:33])=[O:30] |f:0.1|. Procedure: 2.5 g sodium ethoxide are added to a solution of 12.5 g (approx. 90%) 3-tert-butoxycarbonylamino-N-(ethoxycarbonylmethyl)-N-(but-2-ynyl)-N′-cyano-piperidine-1-carboxamidine in 100 ml dry ethanol. The reaction solution is stirred for 3 h at ambient temperature and then neutralised with 1 M hydrochloric acid. The solvent is removed, water is added and the mixture is extracted with ethyl acetate. The organic extracts are dried over sodium sulphate, the solvent is removed, and the residue is purifie... The reactants are CC(C)CC(C(=O)Nc1ccn(CC2COC(C)(C)O2)n1)N1CC(Oc2cccc3c2cnn3C)=CC1=O, CCOC(C)=O, Cl, [Na+], C1CCOC1, [OH-], O. Yields the product CC(C)CC(C(=O)Nc1ccn(CC(O)CO)n1)N1CC(Oc2cccc3c2cnn3C)=CC1=O. Reaction SMILES: [CH3:1][C:2]1([CH3:38])[O:3][CH2:4][CH:5]([CH2:7][n:8]2[n:9][c:10]([NH:13][C:14]([CH:15]([CH2:16][CH:17]([CH3:18])[CH3:19])[N:20]3[C:21](=[O:36])[CH:22]=[C:23]([O:25][c:26]4[c:27]5[cH:28][n:29][n:30]([CH3:35])[c:31]5[cH:32][cH:33][cH:34]4)[CH2:24]3)=[O:37])[cH:11][cH:12]2)[O:6]1.[CH3:40][CH2:41][O:42][C:43](=[O:44])[CH3:45].[ClH:39].[Na+:47].[O:48]1[CH2:49][CH2:50][CH2:51][CH2:52]1.[OH-:46].[OH2:53]>>[OH:3][CH2:4][CH:5]([OH:6])[CH2:7][n:8]1[n:9][c:10]([NH:13][C:14]([CH:15]([CH2:16][CH:17]([CH3:18])[CH3:19])[N:20]2[C:21](=[O:36])[CH:22]=[C:23]([O:25][c:26]3[c:27]4[cH:28][n:29][n:30]([CH3:35])[c:31]4[cH:32][cH:33][cH:34]3)[CH2:24]2)=[O:37])[cH:11][cH:12]1. The reactants are BrC1=C(C=C(C=C1)Cl)C#CC(OCC)(OCC)OCC (1-bromo-4-chloro-2-(3,3,3-triethoxyprop-1-ynyl)benzene), C(C1=CC=CC=C1)N1CCC(CC1)C(=O)OCC (ethyl 1-benzylpiperidine-4-carboxylate), [Li]N(C1CCCCC1)C1CCCCC1 (LiNCy2), enolate, P(C(C)(C)C)(C(C)(C)C)C(C)(C)C (P(t-Bu)3). Reagents/catalysts: CC(=O)[O-].CC(=O)[O-].[Pd+2] (Pd(OAc)2). Run in C1(=CC=CC=C1)C (toluene), C1(=CC=CC=C1)C (toluene), CCOC(=O)C (EtOAc). Reaction conditions: temperature 100 celsius. Product: C(C1=CC=CC=C1)N1CCC(CC1)(C(=O)OCC)C1=C(C=C(C=C1)Cl)C#CC(OCC)(OCC)OCC (ethyl 1-benzyl-4-(4-chloro-2-(3,3,3-triethoxyprop-1-ynyl)phenyl)piperidine-4-carboxylate). Yield: 38.5%. As a reaction SMILES: [CH2:1]([N:8]1[CH2:13][CH2:12][CH:11]([C:14]([O:16][CH2:17][CH3:18])=[O:15])[CH2:10][CH2:9]1)[C:2]1[CH:7]=[CH:6][CH:5]=[CH:4][CH:3]=1.[Li]N(C1CCCCC1)C1CCCCC1.P(C(C)(C)C)(C(C)(C)C)C(C)(C)C.Br[C:47]1[CH:52]=[CH:51][C:50]([Cl:53])=[CH:49][C:48]=1[C:54]#[C:55][C:56]([O:63][CH2:64][CH3:65])([O:60][CH2:61][CH3:62])[O:57][CH2:58][CH3:59]>CC([O-])=O.CC([O-])=O.[Pd+2].CCOC(C)=O.C1(C)C=CC=CC=1>[CH2:1]([N:8]1[CH2:13][CH2:12][C:11]([C:47]2[CH:52]=[CH:51][C:50]([Cl:53])=[CH:49][C:48]=2[C:54]#[C:55][C:56]([O:57][CH2:58][CH3:59])([O:63][CH2:64][CH3:65])[O:60][CH2:61][CH3:62])([C:14]([O:16][CH2:17][CH3:18])=[O:15])[CH2:10][CH2:9]1)[C:2]1[CH:3]=[CH:4][CH:5]=[CH:6][CH:7]=1 |f:4.5.6|. Procedure: In a glovebox, ethyl 1-benzylpiperidine-4-carboxylate (2.0 g, 8.1 mmol), LiNCy2 (1.55 g, 8.3 mmol), and toluene (10 mL) were loaded sequentially into a 40 mL vial. In a separate vial, Pd(OAc)2 (22 mg, 0.1 mmol), P(t-Bu)3 (44 mg, 0.22 mmol), 1-bromo-4-chloro-2-(3,3,3-triethoxyprop-1-ynyl)benzene (1.5 g, 4.1 mmol), and toluene (10 mL) were loaded sequentially and were then heated at 100° C. for 1 minute. The enolate solution in vial 1 was then added to the reaction mixture in vial 2 via a syringe.... Starting materials: NCCc1cc(Br)cs1, CC(=O)O, O=C1OC(=O)c2ccccc21. The product is O=C1c2ccccc2C(=O)N1CCc1cc(Br)cs1. RXN SMILES: [Br:1][c:2]1[cH:3][c:4]([CH2:7][CH2:8][NH2:9])[s:5][cH:6]1.[CH3:21][C:22](=[O:23])[OH:24].[O:10]=[C:11]1[O:12][C:13](=[O:14])[c:15]2[cH:16][cH:17][cH:18][cH:19][c:20]21>>[Br:1][c:2]1[cH:3][c:4]([CH2:7][CH2:8][N:9]2[C:11](=[O:10])[c:20]3[c:15]([cH:16][cH:17][cH:18][cH:19]3)[C:13]2=[O:12])[s:5][cH:6]1. The reactants are BrC1=C(N)C=C(C=C1)C(F)(F)F (2-bromo-5-(trifluoromethyl)aniline), CN(CC#C)C (1-dimethylamino-2-propyne), C(C)(C)N(CC)C(C)C (diisopropylethylamine). Reagents/catalysts: Cl[Pd]([P](C1=CC=CC=C1)(C2=CC=CC=C2)C3=CC=CC=C3)([P](C4=CC=CC=C4)(C5=CC=CC=C5)C6=CC=CC=C6)Cl (PdCl2(PPh3)2), [Cu](I)I (copper iodide). Solvent: C(C)#N (acetonitrile). Run at time 20 hour. Yields the product CN(CC#CC1=C(N)C=C(C=C1)C(F)(F)F)C (2-(3-dimethylamino-1-propynyl)-5-(trifluoromethyl)aniline). RXN SMILES: Br[C:2]1[CH:8]=[CH:7][C:6]([C:9]([F:12])([F:11])[F:10])=[CH:5][C:3]=1[NH2:4].[CH3:13][N:14]([CH3:18])[CH2:15][C:16]#[CH:17].C(N(C(C)C)CC)(C)C>Cl[Pd](Cl)([P](C1C=CC=CC=1)(C1C=CC=CC=1)C1C=CC=CC=1)[P](C1C=CC=CC=1)(C1C=CC=CC=1)C1C=CC=CC=1.[Cu](I)I.C(#N)C>[CH3:13][N:14]([CH3:18])[CH2:15][C:16]#[C:17][C:2]1[CH:8]=[CH:7][C:6]([C:9]([F:12])([F:11])[F:10])=[CH:5][C:3]=1[NH2:4] |^1:30,49|. Reported procedure: A resealable tube was charged with 2-bromo-5-(trifluoromethyl)aniline (1.00 g, 4.16 mmol), 1-dimethylamino-2-propyne (0.520 g, 6.20 mmol), PdCl2(PPh3)2 (0.15 g, 0.21 mmol), copper iodide (0.80 mg, 0.42 mmol), diisopropylethylamine (1.0 mL) and acetonitrile (3.0 mL). The system was purged with argon, the tube sealed and the mixture stirred at room temperature for 20 h. The reaction mixture was filtered through celite and concentrated. The residue was purified via column chromatography on silica g... Starting materials: CO, C(=Cc1nc2ccccc2[nH]1)c1ccccc1, Cc1cccnc1Cl, Cl, C(=Cc1nc2ccccc2n1-c1ccccn1)c1ccccc1. As a reaction SMILES: [CH3:50][OH:51].[CH:1](=[CH:2][c:3]1[cH:4][cH:5][cH:6][cH:7][cH:8]1)[c:9]1[n:10][c:11]2[c:12]([nH:13]1)[cH:14][cH:15][cH:16][cH:17]2.[Cl:18][c:19]1[n:20][cH:21][cH:22][cH:23][c:24]1[CH3:25].[ClH:49].[n:26]1[cH:27][cH:28][cH:29][cH:30][c:31]1-[n:32]1[c:33]2[cH:34][cH:35][cH:36][cH:37][c:38]2[n:39][c:40]1[CH:41]=[CH:42][c:43]1[cH:44][cH:45][cH:46][cH:47][cH:48]1>>[CH:1](=[CH:2][c:3]1[cH:4][cH:5][cH:6][cH:7][cH:8]1)[c:9]1[n:10][c:11]2[c:12]([n:13]1-[c:19]1[n:20][cH:21][cH:22][cH:23][c:24]1[CH3:25])[cH:14][cH:15][cH:16][cH:17]2.[ClH:18]. The product is Cc1cccnc1-n1c(C=Cc2ccccc2)nc2ccccc21, Cl.